From a dataset of the Open Reaction Database (ORD), a public repository of structured organic reaction records. describe an organic reaction: reactants, conditions, products, and yield The reactants are Cc1c(COS(C)(=O)=O)cccc1[N+](=O)[O-], CC#N, N#C[Na], O. Product: Cc1c(CC#N)cccc1[N+](=O)[O-]. Reaction SMILES: [CH3:1][S:2]([O:3][CH2:6][c:7]1[c:8]([CH3:16])[c:9]([N+:13](=[O:14])[O-:15])[cH:10][cH:11][cH:12]1)(=[O:4])=[O:5].[CH3:20][C:21]#[N:22].[Na:17][C:18]#[N:19].[OH2:23]>>[CH2:6]([c:7]1[c:8]([CH3:16])[c:9]([N+:13](=[O:14])[O-:15])[cH:10][cH:11][cH:12]1)[C:18]#[N:19].